From a dataset of the Open Reaction Database (ORD), a public repository of structured organic reaction records. describe an organic reaction: reactants, conditions, products, and yield Run in C(Cl)Cl (methylene chloride). Yields the product C(C(=C)C)(=O)OCC=C (allyl methacrylate), C(C(=C)C)(=O)[O-] (methacrylate). Reaction SMILES: [C:1]([O:6][CH2:7][CH:8]=[CH2:9])(=[O:5])[C:2]([CH3:4])=[CH2:3].[C:10]([O:15]C)(=[O:14])[C:11]([CH3:13])=[CH2:12].C(OOC([O-])=O)(OC(C)C)=O>C(Cl)Cl>[C:1]([O:6][CH2:7][CH:8]=[CH2:9])(=[O:5])[C:2]([CH3:4])=[CH2:3].[C:10]([O-:15])(=[O:14])[C:11]([CH3:13])=[CH2:12]. Starting materials: C(=O)(OC(C)C)OOC(=O)[O-] (isopropyl peroxydicarbonate), C(C(=C)C)(=O)OCC=C (allyl methacrylate), C(C(=C)C)(=O)OC (methyl methacrylate). Procedure: The copolymer of allyl methacrylate and methacrylate was prepared by placing 5 grams of allyl methacrylate, 95 grams of methyl methacrylate, 300 milliliters of methylene chloride, and 1.0 gram of isopropyl peroxydicarbonate in a 28 ounce round bottle. The bottle was sealed. The bottle was then heated at 50 degrees Centigrade in a water bath for 18 hours. The bottle was then removed from the water bath, and the polymer isolated by extraction with methanol to precipitate polymer. The polymer was t... Starting materials: C(C(=O)C)=O (pyruvaldehyde), [OH-].[Na+] (sodium hydroxide), CC(=CCCC(CC(=O)OCC)=O)C (ethyl 7-methyl-3-oxo-6-octenoate), C(C)(=O)O (acetic acid), C(C)(=O)O (acetic acid). The solvent is C(Cl)Cl (methylene chloride), O (water). Run at time 20 hour. The product is OC(C(C)=O)CC(CCC=C(C)C)=O (3-hydroxy-9-methyl-8-decene-2,5-dione). RXN SMILES: [OH-].[Na+].[CH3:3][C:4]([CH3:16])=[CH:5][CH2:6][CH2:7][C:8](=[O:15])[CH2:9][C:10]([O:12]CC)=O.[C:17](O)(=[O:19])[CH3:18].C(=O)C(C)=O>O.C(Cl)Cl>[OH:12][CH:10]([CH2:9][C:8](=[O:15])[CH2:7][CH2:6][CH:5]=[C:4]([CH3:3])[CH3:16])[C:17](=[O:19])[CH3:18] |f:0.1|. Reported procedure: 97 ml of 10 N sodium hydroxide solution were added over one hour at less than 33° C. to a suspension of 175 g of ethyl 7-methyl-3-oxo-6-octenoate in 875 ml of water and the mixture was stirred at room temperature for 20 hours and 25 ml of acetic acid were added thereto to obtain a pH of 7. An aqueous solution containing 396 g of pyruvaldehyde (16.8% by weight) was added to the mixture at 20° to 25° C. while maintaining a pH of 7 and the mixture was stirred for 20 hours at room temperature during... The reactants are C(C)(C)C1NC(NC1C(C1=CC=CC=C1)=O)=O (4-isopropyl-5-benzoyl-2-imidazolidone), P12(=S)SP3(=S)SP(=S)(S1)SP(=S)(S2)S3 (phosphorus pentasulfide). Solvent: C1(=CC=CC=C1)C (toluene). Yields the product C(C)(C)C1NC(NC1C(=S)C1=CC=CC=C1)=O (4-Isopropyl-5-(phenylthioxomethyl)-2-imidazolidinone). RXN SMILES: [CH:1]([CH:4]1[CH:8]([C:9](=O)[C:10]2[CH:15]=[CH:14][CH:13]=[CH:12][CH:11]=2)[NH:7][C:6](=[O:17])[NH:5]1)([CH3:3])[CH3:2].P12(SP3(SP(SP(S3)(S1)=S)(=S)S2)=S)=[S:19]>C1(C)C=CC=CC=1>[CH:1]([CH:4]1[CH:8]([C:9]([C:10]2[CH:15]=[CH:14][CH:13]=[CH:12][CH:11]=2)=[S:19])[NH:7][C:6](=[O:17])[NH:5]1)([CH3:3])[CH3:2]. Procedure details: To a stirred mixture of 10 g of 4-isopropyl-5-benzoyl-2-imidazolidone in 100 ml toluene is added 10 g phosphorus pentasulfide. The mixture is stirred, refluxed for 24 hours and the solvent is evaporated. The residue is purified by crystallization to give the title compound. The reactants are [Cl-].[NH4+] (ammonium chloride), C(C)(C)(C)OC(=O)N1C[C@H](CC1)OC1=CC=C(C=C1)C(CO)CC=1NC2=CC(=CC=C2C1)C#N (2-[4-[((3S)-1-tert-butoxycarbonyl-3-pyrrolidinyl)oxy]phenyl]-3-(6-cyano-2-indolyl)propanol), BrCC(=O)OCC (ethyl bromoacetate), [H-].[Na+] (sodium hydride). The solvent is CN(C=O)C (N,N-dimethylformamide). Reaction conditions: time 20 minute. Product: C(C)(C)(C)OC(=O)N1C[C@H](CC1)OC1=CC=C(C=C1)C(CC=1N(C2=CC(=CC=C2C1)C#N)CC(=O)OCC)CO (ethyl 2-[2-[4[((3S)-1-tert-butoxycarbonyl-3-pyrrolidinyl)oxy]phenyl]-3-hydroxypropyl]-6-cyano-1-indoleacetate). Reaction SMILES: [C:1]([O:5][C:6]([N:8]1[CH2:12][CH2:11][C@H:10]([O:13][C:14]2[CH:19]=[CH:18][C:17]([CH:20]([CH2:23][C:24]3[NH:25][C:26]4[C:31]([CH:32]=3)=[CH:30][CH:29]=[C:28]([C:33]#[N:34])[CH:27]=4)[CH2:21][OH:22])=[CH:16][CH:15]=2)[CH2:9]1)=[O:7])([CH3:4])([CH3:3])[CH3:2].[H-].[Na+].Br[CH2:38][C:39]([O:41][CH2:42][CH3:43])=[O:40].[Cl-].[NH4+]>CN(C)C=O>[C:1]([O:5][C:6]([N:8]1[CH2:12][CH2:11][C@H:10]([O:13][C:14]2[CH:15]=[CH:16][C:17]([CH:20]([CH2:21][OH:22])[CH2:23][C:24]3[N:25]([CH2:38][C:39]([O:41][CH2:42][CH3:43])=[O:40])[C:26]4[C:31]([CH:32]=3)=[CH:30][CH:29]=[C:28]([C:33]#[N:34])[CH:27]=4)=[CH:18][CH:19]=2)[CH2:9]1)=[O:7])([CH3:4])([CH3:2])[CH3:3] |f:1.2,4.5|. Reported procedure: 2.0 g of 2-[4-[((3S)-1-tert-butoxycarbonyl-3-pyrrolidinyl)oxy]phenyl]-3-(6-cyano-2-indolyl)propanol was dissolved in 30 ml of N,N-dimethylformamide. 280 mg of 60% sodium hydride was added to the above solution while stirring under ice cooling, and the stirring was continued for 20 minutes at the same temperature. The resulting reaction solution was mixed with 0.5 ml of ethyl bromoacetate, and the mixture was stirred for 1 hour. The thus treated reaction solution was mixed with an aqueous solutio... Starting materials: COC(=O)c1ccc2c(Br)c(NC(=O)OC(C)(C)C)ccc2c1, CC(=O)O, CCOC(C)=O, ClC=CCCl, [H-], [Na+], CN(C)C=O. The product is COC(=O)c1ccc2c(Br)c(N(CC=CCl)C(=O)OC(C)(C)C)ccc2c1. As a reaction SMILES: [C:1]([CH3:2])([CH3:3])([CH3:4])[O:5][C:6](=[O:7])[NH:8][c:9]1[c:10]([Br:23])[c:11]2[cH:12][cH:13][c:14]([C:19](=[O:20])[O:21][CH3:22])[cH:15][c:16]2[cH:17][cH:18]1.[C:31]([OH:32])(=[O:33])[CH3:34].[CH3:40][CH2:41][O:42][C:43]([CH3:44])=[O:45].[Cl:26][CH:27]=[CH:28][CH2:29][Cl:30].[H-:25].[Na+:24].[O:35]=[CH:36][N:37]([CH3:38])[CH3:39]>>[C:1]([CH3:2])([CH3:3])([CH3:4])[O:5][C:6](=[O:7])[N:8]([c:9]1[c:10]([Br:23])[c:11]2[cH:12][cH:13][c:14]([C:19](=[O:20])[O:21][CH3:22])[cH:15][c:16]2[cH:17][cH:18]1)[CH2:29][CH:28]=[CH:27][Cl:26]. Starting materials: C(=O)(OCC1=CC=CC=C1)N[C@@H](C(C)C)C(=O)OC(C(=O)OCC1=CC=C(C=C1)OC)C (4-methoxybenzyl 2-(N-CBZ-L-valyloxy)-propionate), FC(C(=O)O)(F)F (trifluoroacetic acid). Run in ClCCl (dichloromethane). Run at time 1 hour. The product is C(=O)(OCC1=CC=CC=C1)N[C@@H](C(C)C)C(=O)OC(C(=O)O)C (2-(N-CBZ-L-valyloxy)-propionic acid). RXN SMILES: [C:1]([NH:11][C@H:12]([C:16]([O:18][CH:19]([CH3:32])[C:20]([O:22]CC1C=CC(OC)=CC=1)=[O:21])=[O:17])[CH:13]([CH3:15])[CH3:14])([O:3][CH2:4][C:5]1[CH:10]=[CH:9][CH:8]=[CH:7][CH:6]=1)=[O:2].FC(F)(F)C(O)=O>ClCCl>[C:1]([NH:11][C@H:12]([C:16]([O:18][CH:19]([CH3:32])[C:20]([OH:22])=[O:21])=[O:17])[CH:13]([CH3:14])[CH3:15])([O:3][CH2:4][C:5]1[CH:10]=[CH:9][CH:8]=[CH:7][CH:6]=1)=[O:2]. Reported procedure: To a solution of 4-methoxybenzyl 2-(N-CBZ-L-valyloxy)-propionate (7.8 g, 17.5 mmole) in dichloromethane (100 ml) was added trifluoroacetic acid (10 ml) and the solution was stirred for one hour at room temperature. The solution was evaporated under reduced pressure and the product was isolated by silica gel column chromatography. Yield: 5.0 g The reactants are CO, CCOC(C)=O, Cn1nc(C2CC2)cc1NC(=O)Nc1cccc(C(=O)c2cc(Br)n3ncnc(N)c23)c1. Yields the product Cn1nc(C2CC2)cc1NC(=O)Nc1cccc(C(=O)c2ccn3ncnc(N)c23)c1. As a reaction SMILES: [CH3:33][OH:34].[CH3:35][CH2:36][O:37][C:38]([CH3:39])=[O:40].[NH2:1][c:2]1[n:3][cH:4][n:5][n:6]2[c:7]1[c:8]([C:12](=[O:13])[c:14]1[cH:15][c:16]([NH:20][C:21](=[O:22])[NH:23][c:24]3[cH:25][c:26]([CH:30]4[CH2:31][CH2:32]4)[n:27][n:28]3[CH3:29])[cH:17][cH:18][cH:19]1)[cH:9][c:10]2[Br:11]>>[NH2:1][c:2]1[n:3][cH:4][n:5][n:6]2[c:7]1[c:8]([C:12](=[O:13])[c:14]1[cH:15][c:16]([NH:20][C:21](=[O:22])[NH:23][c:24]3[cH:25][c:26]([CH:30]4[CH2:31][CH2:32]4)[n:27][n:28]3[CH3:29])[cH:17][cH:18][cH:19]1)[cH:9][cH:10]2. Starting materials: CCOc1nc(C(C)(C)C)ncc1C1=NC(C)(c2ccc(Cl)cc2)C(C)(c2ccc(Cl)cc2)N1C(=O)Cl, OC1CCCN(C2CCNCC2)C1. Yields the product CCOc1nc(C(C)(C)C)ncc1C1=NC(C)(c2ccc(Cl)cc2)C(C)(c2ccc(Cl)cc2)N1C(=O)N1CCC(N2CCCC(O)C2)CC1. Reaction SMILES: [C:1]([CH3:2])([CH3:3])([CH3:4])[c:5]1[n:6][cH:7][c:8]([C:14]2=[N:18][C:17]([CH3:19])([c:20]3[cH:21][cH:22][c:23]([Cl:26])[cH:24][cH:25]3)[C:16]([CH3:27])([c:28]3[cH:29][cH:30][c:31]([Cl:34])[cH:32][cH:33]3)[N:15]2[C:35](=[O:36])[Cl:37])[c:9]([O:11][CH2:12][CH3:13])[n:10]1.[OH:38][CH:39]1[CH2:40][N:41]([CH:45]2[CH2:46][CH2:47][NH:48][CH2:49][CH2:50]2)[CH2:42][CH2:43][CH2:44]1>>[C:1]([CH3:2])([CH3:3])([CH3:4])[c:5]1[n:6][cH:7][c:8]([C:14]2=[N:18][C:17]([CH3:19])([c:20]3[cH:21][cH:22][c:23]([Cl:26])[cH:24][cH:25]3)[C:16]([CH3:27])([c:28]3[cH:29][cH:30][c:31]([Cl:34])[cH:32][cH:33]3)[N:15]2[C:35](=[O:36])[N:48]2[CH2:47][CH2:46][CH:45]([N:41]3[CH2:40][CH:39]([OH:38])[CH2:44][CH2:43][CH2:42]3)[CH2:50][CH2:49]2)[c:9]([O:11][CH2:12][CH3:13])[n:10]1. RXN SMILES: [CH3:50][OH:51].[ClH:49].[NH2:1][CH2:2][CH2:3][O:4][CH2:5][C:6]1=[C:7]([C:29]([NH:30][CH2:31][CH2:32][CH:33]([c:34]2[cH:35][cH:36][cH:37][cH:38][cH:39]2)[c:40]2[cH:41][cH:42][cH:43][cH:44][cH:45]2)=[O:46])[CH:8]([c:22]2[cH:23][c:24]([Cl:28])[cH:25][cH:26][cH:27]2)[C:9]([C:15](=[O:16])[O:17][CH2:18][CH2:19][C:20]#[N:21])=[C:10]([CH2:12][O:13][CH3:14])[NH:11]1.[Na+:48].[OH-:47]>>[NH2:1][CH2:2][CH2:3][O:4][CH2:5][C:6]1=[C:7]([C:29]([NH:30][CH2:31][CH2:32][CH:33]([c:34]2[cH:35][cH:36][cH:37][cH:38][cH:39]2)[c:40]2[cH:41][cH:42][cH:43][cH:44][cH:45]2)=[O:46])[CH:8]([c:22]2[cH:23][c:24]([Cl:28])[cH:25][cH:26][cH:27]2)[C:9]([C:15](=[O:16])[OH:17])=[C:10]([CH2:12][O:13][CH3:14])[NH:11]1. Yields the product COCC1=C(C(=O)O)C(c2cccc(Cl)c2)C(C(=O)NCCC(c2ccccc2)c2ccccc2)=C(COCCN)N1. Starting materials: CO, Cl, COCC1=C(C(=O)OCCC#N)C(c2cccc(Cl)c2)C(C(=O)NCCC(c2ccccc2)c2ccccc2)=C(COCCN)N1, [Na+], [OH-].